Dataset: the Open Reaction Database (ORD), a public repository of structured organic reaction records. Task: describe an organic reaction: reactants, conditions, products, and yield Reactants: CC(=O)O, CCO, Cn1c(C(F)(F)F)cc(=O)n(-c2cc([N+](=O)[O-])c(Cl)cc2F)c1=O, [Fe]. Product: Cn1c(C(F)(F)F)cc(=O)n(-c2cc(N)c(Cl)cc2F)c1=O. RXN SMILES: [CH3:25][C:26](=[O:27])[OH:28].[CH3:29][CH2:30][OH:31].[Cl:1][c:2]1[cH:3][c:4]([F:24])[c:5](-[n:11]2[c:12](=[O:23])[n:13]([CH3:22])[c:14]([C:18]([F:19])([F:20])[F:21])[cH:15][c:16]2=[O:17])[cH:6][c:7]1[N+:8]([O-:9])=[O:10].[Fe:32]>>[Cl:1][c:2]1[cH:3][c:4]([F:24])[c:5](-[n:11]2[c:12](=[O:23])[n:13]([CH3:22])[c:14]([C:18]([F:19])([F:20])[F:21])[cH:15][c:16]2=[O:17])[cH:6][c:7]1[NH2:8]. Reactants: C(N)(OC(C)(C)C)=O (tert-butyl carbamate), C(=O)([O-])[O-].[Cs+].[Cs+] (Cs2CO3), CC1(C2=C(C(=CC=C2)P(C3=CC=CC=C3)C4=CC=CC=C4)OC5=C(C=CC=C51)P(C6=CC=CC=C6)C7=CC=CC=C7)C (xantphos), ClC=1C=NC=C(C1N1CCN(CC1)C1COC1)F (1-(3-chloro-5-fluoro-4-pyridyl)-4-(oxetan-3-yl)piperazine). As a reaction SMILES: Cl[C:2]1[CH:3]=[N:4][CH:5]=[C:6]([F:18])[C:7]=1[N:8]1[CH2:13][CH2:12][N:11]([CH:14]2[CH2:17][O:16][CH2:15]2)[CH2:10][CH2:9]1.C(=O)(OC(C)(C)C)[NH2:20].C([O-])([O-])=O.[Cs+].[Cs+].CC1(C)C2C(=C(P(C3C=CC=CC=3)C3C=CC=CC=3)C=CC=2)OC2C(P(C3C=CC=CC=3)C3C=CC=CC=3)=CC=CC1=2>C1C=CC(/C=C/C(/C=C/C2C=CC=CC=2)=O)=CC=1.C1C=CC(/C=C/C(/C=C/C2C=CC=CC=2)=O)=CC=1.C1C=CC(/C=C/C(/C=C/C2C=CC=CC=2)=O)=CC=1.[Pd].[Pd].O1CCOCC1>[F:18][C:6]1[C:7]([N:8]2[CH2:13][CH2:12][N:11]([CH:14]3[CH2:17][O:16][CH2:15]3)[CH2:10][CH2:9]2)=[C:2]([NH2:20])[CH:3]=[N:4][CH:5]=1 |f:2.3.4,6.7.8.9.10|. The reagents and catalysts are C=1C=CC(=CC1)/C=C/C(=O)/C=C/C2=CC=CC=C2.C=1C=CC(=CC1)/C=C/C(=O)/C=C/C2=CC=CC=C2.C=1C=CC(=CC1)/C=C/C(=O)/C=C/C2=CC=CC=C2.[Pd].[Pd] (Pd2(dba)3). Reported procedure: In a pressure tube containing 1-(3-chloro-5-fluoro-4-pyridyl)-4-(oxetan-3-yl)piperazine (800 mg, 2.944 mmol) was added dioxane (6 mL). To this solution was added tert-butyl carbamate (517.3 mg, 4.416 mmol), Cs2CO3 (1.918 g, 5.888 mmol), xantphos (85.17 mg, 0.1472 mmol) followed by Pd2(dba)3 (134.8 mg, 0.1472 mmol). The tube was sealed and heated thermally for 60 h at 115° C. The reaction mixture was cooled to RT and filtered on a pad of celite. The cake was washed with EtOAc and the combined fil... Yields the product FC=1C(=C(C=NC1)N)N1CCN(CC1)C1COC1 (5-fluoro-4-(4-(oxetan-3-yl)piperazin-1-yl)pyridin-3-amine). Run at temperature 115 celsius, time 2 hour. Solvent: O1CCOCC1 (dioxane). Reactants: Cl (HCl), ClC1=CC(=C(C=C1)/C=C/C(=O)C=1C=NC(=CC1)OC)F ((E)-3-(4-chloro-2-fluorophenyl)-1-(6-methoxypyridin-3-yl)prop-2-en-1-one), COC(=O)C1=CC=C(C=C1)B(O)O (4-methoxycarbonylphenylboronic acid), C(O)([O-])=O.[Na+] (sodium hydrogen-carbonate), methyl ester. The reagents and catalysts are C1/C=C\CC/C=C\C1.C1/C=C\CC/C=C\C1.[Cl-].[Cl-].[Rh].[Rh] (chloro(1,5-cyclooctadiene)rhodium(I) dimer). Solvent: O1CCOCC1 (1,4-dioxane), O1CCOCC1 (1,4-dioxane), O (water). Yields the product ClC1=CC(=C(C=C1)C(CC(=O)C1=CN(C(C=C1)=O)C)C1=CC=C(C(=O)O)C=C1)F (4-[1-(4-Chloro-2-fluoro-phenyl)-3-(1-methyl-6-oxo-1,6-dihydro-pyridin-3-yl)-3-oxo-propyl]-benzoic acid). RXN SMILES: [Cl:1][C:2]1[CH:7]=[CH:6][C:5](/[CH:8]=[CH:9]/[C:10]([C:12]2[CH:13]=[N:14][C:15]([O:18]C)=[CH:16][CH:17]=2)=[O:11])=[C:4]([F:20])[CH:3]=1.C[O:22][C:23]([C:25]1[CH:30]=[CH:29][C:28](B(O)O)=[CH:27][CH:26]=1)=[O:24].[C:34](=O)([O-])O.[Na+].Cl>O1CCOCC1.O.C1CC=CCCC=C1.C1CC=CCCC=C1.[Cl-].[Cl-].[Rh].[Rh]>[Cl:1][C:2]1[CH:7]=[CH:6][C:5]([CH:8]([C:28]2[CH:29]=[CH:30][C:25]([C:23]([OH:24])=[O:22])=[CH:26][CH:27]=2)[CH2:9][C:10]([C:12]2[CH:17]=[CH:16][C:15](=[O:18])[N:14]([CH3:34])[CH:13]=2)=[O:11])=[C:4]([F:20])[CH:3]=1 |f:2.3,7.8.9.10.11.12|. Reported procedure: In analogy to example 203, step 1, (E)-3-(4-chloro-2-fluorophenyl)-1-(6-methoxypyridin-3-yl)prop-2-en-1-one (example 237, step 1) was reacted with 4-methoxycarbonylphenylboronic acid in the presence of chloro(1,5-cyclooctadiene)rhodium(I) dimer and sodium hydrogen-carbonate in 1,4-dioxane and water at 60° C. The product of this reaction could not be obtained pure and was reacted in analogy to example 162, step 2 with concentrated aqueous HCl in 1,4-dioxane to give a light yellow solid which was ...